From a dataset of the Open Reaction Database (ORD), a public repository of structured organic reaction records. describe an organic reaction: reactants, conditions, products, and yield The reactants are CC(=O)[O-], CCO, O=Cc1ccccc1[N+](=O)[O-], [NH4+], O=C(O)CC(=O)O. Yields the product NC(CC(=O)O)c1ccccc1[N+](=O)[O-]. Reaction SMILES: [CH3:20][C:21](=[O:22])[O-:23].[CH3:24][CH2:25][OH:26].[N+:1](=[O:2])([O-:3])[c:4]1[c:5]([CH:6]=[O:7])[cH:8][cH:9][cH:10][cH:11]1.[NH4+:19].[OH:12][C:13](=[O:14])[CH2:15][C:16](=[O:17])[OH:18]>>[N+:1](=[O:2])([O-:3])[c:4]1[c:5]([CH:6]([CH2:15][C:13]([OH:12])=[O:14])[NH2:19])[cH:8][cH:9][cH:10][cH:11]1. The reactants are C#CC1=CC=C(C=C1)O (poly(p-hydroxystyrene)), C(C1=CC=CC=C1)OC(=C)C (benzylisopropenylether). Yields the product C(C1=CC=CC=C1)OC(C)(OC1=CC=C(C=C)C=C1)C.OC1=CC=C(C=C)C=C1 (p-(1-benzyloxy-1-methylethoxy)-styrene p-hydroxystyrene). Isolated yield 62.3%. As a reaction SMILES: [CH:1]#[C:2][C:3]1[CH:8]=[CH:7][C:6]([OH:9])=[CH:5][CH:4]=1.[CH2:10]([O:17][C:18]([CH3:20])=[CH2:19])[C:11]1[CH:16]=[CH:15][CH:14]=[CH:13][CH:12]=1>>[CH2:10]([O:17][C:18]([CH3:20])([O:9][C:6]1[CH:7]=[CH:8][C:3]([CH:2]=[CH2:1])=[CH:4][CH:5]=1)[CH3:19])[C:11]1[CH:16]=[CH:15][CH:14]=[CH:13][CH:12]=1.[OH:9][C:6]1[CH:7]=[CH:8][C:3]([CH:2]=[CH2:1])=[CH:4][CH:5]=1 |f:2.3|. Procedure: Using poly(p-hydroxystyrene) (4.0 g) [available from Maruzen Petrochemical Co., Ltd.: Mw ca. 20000] and benzylisopropenylether (4.2 g) [purchased from Tokyo Chemical Industry Co., Ltd.], the reaction and treatment were carried out in the same manner as described in Synthesis Example 2, to give 4.1 g of the desired product as a slightly yellow powder. The polymer was found to have p-(1-benzyloxy-1-methylethoxy)styrene unit and p-hydroxystyrene unit in a molar ratio of 4:6 based on 1HNMR.